This data is from the Open Reaction Database (ORD), a public repository of structured organic reaction records. The task is: describe an organic reaction: reactants, conditions, products, and yield Reactants: C(C)(C)(C)OC(=O)N1[C@@H](CCC1)C(COC1=CC=CC=C1)O ((2S)-1-(tert-butoxycarbonyl)-2-(1-hydroxy-2-phenoxyethyl)pyrrolidine), C(C)(C)(C)OC(=O)N1[C@H](C(=O)O)CCC1 (N-(tert-butoxycarbonyl)-L-proline). The product is C(C)(C)(C)OC(=O)N1[C@H](C(=O)N2[C@@H](CCC2)C(COC2=CC=CC=C2)O)CCC1 ((2S)-1-[N-(tert-Butoxycarbonyl)-L-prolyl]-2-(1-hydroxy-2-phenoxyethyl)pyrrolidine). Reaction SMILES: C(O[C:6]([N:8]1[CH2:12][CH2:11][CH2:10][C@H:9]1[CH:13]([OH:22])[CH2:14][O:15][C:16]1[CH:21]=[CH:20][CH:19]=[CH:18][CH:17]=1)=[O:7])(C)(C)C.[C:23]([O:27][C:28]([N:30]1[CH2:37][CH2:36][CH2:35][C@H:31]1C(O)=O)=[O:29])([CH3:26])([CH3:25])[CH3:24]>>[C:23]([O:27][C:28]([N:30]1[CH2:37][CH2:36][CH2:35][C@H:31]1[C:6]([N:8]1[CH2:12][CH2:11][CH2:10][C@H:9]1[CH:13]([OH:22])[CH2:14][O:15][C:16]1[CH:17]=[CH:18][CH:19]=[CH:20][CH:21]=1)=[O:7])=[O:29])([CH3:26])([CH3:24])[CH3:25]. Procedure: By the same procedure as in Example 26-D), while using (2S)-1-(tert-butoxycarbonyl)-2-(1-hydroxy-2-phenoxyethyl)pyrrolidine (1.93 g) and N-(tert-butoxycarbonyl)-L-proline (1.36 g), there was obtained 2. i0 g of the title compound. The reactants are ClCCCBr, O=C([O-])[O-], CN(C)C=O, [K+], [K+], Cc1ccc(-c2ccc(O)cc2)cc1. Yields the product Cc1ccc(-c2ccc(OCCCCl)cc2)cc1. As a reaction SMILES: [Br:21][CH2:22][CH2:23][CH2:24][Cl:25].[C:15](=[O:16])([O-:17])[O-:18].[CH3:26][N:27]([CH3:28])[CH:29]=[O:30].[K+:19].[K+:20].[OH:1][c:2]1[cH:3][cH:4][c:5](-[c:8]2[cH:9][cH:10][c:11]([CH3:14])[cH:12][cH:13]2)[cH:6][cH:7]1>>[O:1]([c:2]1[cH:3][cH:4][c:5](-[c:8]2[cH:9][cH:10][c:11]([CH3:14])[cH:12][cH:13]2)[cH:6][cH:7]1)[CH2:22][CH2:23][CH2:24][Cl:25]. Reactants: O=C(O)c1cc(NC2CCCCC2)ncn1, Nc1ccncc1. The product is O=C(Nc1ccncc1)c1cc(NC2CCCCC2)ncn1. Reaction SMILES: [CH:1]1([NH:7][c:8]2[cH:9][c:10]([C:14](=[O:15])[OH:16])[n:11][cH:12][n:13]2)[CH2:2][CH2:3][CH2:4][CH2:5][CH2:6]1.[NH2:17][c:18]1[cH:19][cH:20][n:21][cH:22][cH:23]1>>[CH:1]1([NH:7][c:8]2[cH:9][c:10]([C:14](=[O:16])[NH:17][c:18]3[cH:19][cH:20][n:21][cH:22][cH:23]3)[n:11][cH:12][n:13]2)[CH2:2][CH2:3][CH2:4][CH2:5][CH2:6]1. Reactants: CO.C(=O)O (methanol formic acid), C(C(C)C)N1N=C(C(=C1)C1=CC=NC=C1)C=1SC(=CC1)Br (4-[1-isobutyl-3-(5-bromo-2-thienyl)-1H-pyrazol-4-yl]pyridine), CN(C=O)C (N,N-dimethylformamide), O (Water). Reagents/catalysts: [C-]#N.[Zn+2].[C-]#N (zinc cyanide), C=1C=CC(=CC1)[P](C=2C=CC=CC2)(C=3C=CC=CC3)[Pd]([P](C=4C=CC=CC4)(C=5C=CC=CC5)C=6C=CC=CC6)([P](C=7C=CC=CC7)(C=8C=CC=CC8)C=9C=CC=CC9)[P](C=1C=CC=CC1)(C=1C=CC=CC1)C=1C=CC=CC1 (tetrakis(triphenylphosphine)palladium). Reaction conditions: temperature 120 celsius, time 10 minute. The product is C(C(C)C)N1N=C(C(=C1)C1=CC=NC=C1)C=1SC(=CC1)C#N (4-[1-isobutyl-3-(5-cyano-2-thienyl)-1H-pyrazol-4-yl]pyridine). Yield: 49.0%. As a reaction SMILES: [CH2:1]([N:5]1[CH:9]=[C:8]([C:10]2[CH:15]=[CH:14][N:13]=[CH:12][CH:11]=2)[C:7]([C:16]2[S:17][C:18](Br)=[CH:19][CH:20]=2)=[N:6]1)[CH:2]([CH3:4])[CH3:3].O.CO.C(O)=O.[CH3:28][N:29](C)C=O>[C-]#N.[Zn+2].[C-]#N.C1C=CC([P]([Pd]([P](C2C=CC=CC=2)(C2C=CC=CC=2)C2C=CC=CC=2)([P](C2C=CC=CC=2)(C2C=CC=CC=2)C2C=CC=CC=2)[P](C2C=CC=CC=2)(C2C=CC=CC=2)C2C=CC=CC=2)(C2C=CC=CC=2)C2C=CC=CC=2)=CC=1>[CH2:1]([N:5]1[CH:9]=[C:8]([C:10]2[CH:15]=[CH:14][N:13]=[CH:12][CH:11]=2)[C:7]([C:16]2[S:17][C:18]([C:28]#[N:29])=[CH:19][CH:20]=2)=[N:6]1)[CH:2]([CH3:4])[CH3:3] |f:2.3,5.6.7,^1:41,43,62,81|. Procedure details: To a solution of 4-[1-isobutyl-3-(5-bromo-2-thienyl)-1H-pyrazol-4-yl]pyridine (1 eq, 0.28 mmol) in N,N-dimethylformamide (1 mL) were added zinc cyanide (0.5 eq, 0.14 mmol) and tetrakis(triphenylphosphine)palladium (0) (0.2 eq, 0.055 mmol). The resulting mixture was stirred at 120° C. in the microwave for 10 min. Water was added and the aqueous layer was extracted three times with ethyl acetate. The combined organic extracts were washed with brine, dried over MgSO4, filtered and concentrated. The...